The task is: describe an organic reaction: reactants, conditions, products, and yield. This data is from the Open Reaction Database (ORD), a public repository of structured organic reaction records. Starting materials: N1N=CC=C1 (1H-pyrazole), [Na] (sodium), C(CC1=CC=CC=C1)Br (phenethyl bromide). Reagents/catalysts: [Na+].[I-] (NaI). Run in CCO (EtOH). Reaction conditions: temperature 50 celsius. The product is C(CC1=CC=CC=C1)N1N=CC=C1 (1-phenethyl-1H-pyrazole). Yield: 24.7%. Reaction SMILES: [Na].[NH:2]1[CH:6]=[CH:5][CH:4]=[N:3]1.[CH2:7](Br)[CH2:8][C:9]1[CH:14]=[CH:13][CH:12]=[CH:11][CH:10]=1>CCO.[Na+].[I-]>[CH2:7]([N:2]1[CH:6]=[CH:5][CH:4]=[N:3]1)[CH2:8][C:9]1[CH:14]=[CH:13][CH:12]=[CH:11][CH:10]=1 |f:4.5,^1:0|. Procedure: To a solution prepared by dissolving sodium (1.01 g, 44.07 mmol) in absolute EtOH (25 mL), was added 1H-pyrazole (2.5 g, 36.72 mmol). The solution was heated to gentle reflux, then allowed to cool to about 50° C. and treated with a catalytic amount of NaI (25 mg) followed by a slow addition of phenethyl bromide (6.0 mL, 44.07 mmol). The reaction was returned to reflux and after a few min, a white solid precipitated out of solution. After refluxing for 16 h, the solvent was removed by evaporation...